This data is from the Open Reaction Database (ORD), a public repository of structured organic reaction records. The task is: describe an organic reaction: reactants, conditions, products, and yield Reactants: CO, [Na+], [OH-], COC(=O)CCCCCCCCCCCCCCCCCCCCCc1c(C)cc(OC)c(OC)c1O. The product is COc1cc(C)c(CCCCCCCCCCCCCCCCCCCCCC(=O)O)c(O)c1OC. RXN SMILES: [CH3:40][OH:41].[Na+:39].[OH-:38].[OH:1][c:2]1[c:3]([CH2:13][CH2:14][CH2:15][CH2:16][CH2:17][CH2:18][CH2:19][CH2:20][CH2:21][CH2:22][CH2:23][CH2:24][CH2:25][CH2:26][CH2:27][CH2:28][CH2:29][CH2:30][CH2:31][CH2:32][CH2:33][C:34](=[O:35])[O:36][CH3:37])[c:4]([CH3:12])[cH:5][c:6]([O:10][CH3:11])[c:7]1[O:8][CH3:9]>>[OH:1][c:2]1[c:3]([CH2:13][CH2:14][CH2:15][CH2:16][CH2:17][CH2:18][CH2:19][CH2:20][CH2:21][CH2:22][CH2:23][CH2:24][CH2:25][CH2:26][CH2:27][CH2:28][CH2:29][CH2:30][CH2:31][CH2:32][CH2:33][C:34](=[O:35])[OH:36])[c:4]([CH3:12])[cH:5][c:6]([O:10][CH3:11])[c:7]1[O:8][CH3:9]. Starting materials: C(#N)C1=CC=C(C=C1C1=CC(=CC=C1)C=O)CNC(=O)C1=CC(=CC=C1)C(=O)NCC=1C(=C2C(=NC1CC)N(N=C2)CC)NC2CCOCC2 (N-[(6-Cyano-3′-formyl-3-biphenylyl)methyl]-N′-{[1,6-diethyl-4-(tetrahydro-2H-pyran-4-ylamino)-1H-pyrazolo[3,4-b]pyridin-5-yl]methyl}-1,3-benzenedicarboxamide), CN1CCNCC1 (1-methylpiperazine), C(C)(=O)O[BH-](OC(C)=O)OC(C)=O.[Na+] (sodium triacetoxyborohydride), CC(=O)O (AcOH). Run in C(Cl)Cl (DCM). Conditions: time 8 hour. Yields the product C(#N)C1=CC=C(C=C1C1=CC(=CC=C1)CN1CCN(CC1)C)CNC(=O)C1=CC(=CC=C1)C(=O)NCC=1C(=C2C(=NC1CC)N(N=C2)CC)NC2CCOCC2 (N-({6-Cyano-3′-[(4-methyl-1-piperazinyl)methyl]-3-biphenylyl}methyl)-N′-{[1,6-diethyl-4-(tetrahydro-2H-pyran-4-ylamino)-1H-pyrazolo[3,4-b]pyridin-5-yl]methyl}-1,3-benzenedicarboxamide). Yield: 36.2%. As a reaction SMILES: [C:1]([C:3]1[C:8]([C:9]2[CH:14]=[CH:13][CH:12]=[C:11](C=O)[CH:10]=2)=[CH:7][C:6]([CH2:17][NH:18][C:19]([C:21]2[CH:26]=[CH:25][CH:24]=[C:23]([C:27]([NH:29][CH2:30][C:31]3[C:32]([NH:44][CH:45]4[CH2:50][CH2:49][O:48][CH2:47][CH2:46]4)=[C:33]4[CH:41]=[N:40][N:39]([CH2:42][CH3:43])[C:34]4=[N:35][C:36]=3[CH2:37][CH3:38])=[O:28])[CH:22]=2)=[O:20])=[CH:5][CH:4]=1)#[N:2].[CH3:51][N:52]1[CH2:57][CH2:56][NH:55][CH2:54][CH2:53]1.[C:58](O[BH-](OC(=O)C)OC(=O)C)(=O)C.[Na+].CC(O)=O>C(Cl)Cl>[C:1]([C:3]1[C:8]([C:9]2[CH:10]=[CH:11][CH:12]=[C:13]([CH2:51][N:52]3[CH2:57][CH2:56][N:55]([CH3:58])[CH2:54][CH2:53]3)[CH:14]=2)=[CH:7][C:6]([CH2:17][NH:18][C:19]([C:21]2[CH:26]=[CH:25][CH:24]=[C:23]([C:27]([NH:29][CH2:30][C:31]3[C:32]([NH:44][CH:45]4[CH2:50][CH2:49][O:48][CH2:47][CH2:46]4)=[C:33]4[CH:41]=[N:40][N:39]([CH2:42][CH3:43])[C:34]4=[N:35][C:36]=3[CH2:37][CH3:38])=[O:28])[CH:22]=2)=[O:20])=[CH:5][CH:4]=1)#[N:2] |f:2.3|. Procedure: N-[(6-Cyano-3′-formyl-3-biphenylyl)methyl]-N′-{[1,6-diethyl-4-(tetrahydro-2H-pyran-4-ylamino)-1H-pyrazolo[3,4-b]pyridin-5-yl]methyl}-1,3-benzenedicarboxamide (108 mg, 0.000161 mol) in DCM (4 mL) and 1-methylpiperazine (23.4 mg, 0.00023 mol) were mixed with sodium triacetoxyborohydride (68.3 mg, 0.00032 mol) and AcOH (11.6 mg, 11 μL). The solution was stirred overnight at room temperature. LC-MS showed that the reaction was complete. The reaction was quenched with sat. aq. NaHCO3, then extracted ... The reactants are NC=1C=C(C(=O)N)C=CC1 (3-aminobenzamide), C(C)(=O)O (acetic acid), C(OCC)(OCC)OCC (triethyl orthoformate), [N-]=[N+]=[N-].[Na+] (sodium azide), Cl (HCl), N(=O)[O-].[Na+] (NaNO2). The solvent is O (Water). Run at temperature 80 celsius, time 2 hour. The product is N1(N=NN=C1)C=1C=C(C(=O)N)C=CC1 (3-Tetrazol-1-yl-benzamide). Yield: 79.3%. Reaction SMILES: [NH2:1][C:2]1[CH:3]=[C:4]([CH:8]=[CH:9][CH:10]=1)[C:5]([NH2:7])=[O:6].C(O)(=O)C.[CH:15](OCC)(OCC)OCC.[N-:25]=[N+:26]=[N-:27].[Na+].Cl.N([O-])=O.[Na+]>O>[N:1]1([C:2]2[CH:3]=[C:4]([CH:8]=[CH:9][CH:10]=2)[C:5]([NH2:7])=[O:6])[CH:15]=[N:27][N:26]=[N:25]1 |f:3.4,6.7|. Procedure: To a round bottom flask was added 3-aminobenzamide (1.36 g, 10.0 mmol, 1.0 eq.), acetic acid (9.1 mL, 160 mmol, 16.0 eq.), triethyl orthoformate (5.4 mL, 32.0 mmol, 3.2 eq.), and sodium azide (0.812 g, 12.5 mmol, 1.25 eq.). The reaction mixture was then heated to 80° C. until all solids were dissolved. The reaction was stirred at 80° C. for an additional 2 h before cooling to RT. Water (6.0 mL,) was added, followed by 6N HCl (5.3 mL), and then 25% NaNO2 (2.1 mL). The resulting precipitate was fi... The reactants are CC(=O)O[BH-](OC(C)=O)OC(C)=O, CC(C)(C)c1nn(CC(=O)Nc2sc3c(c2C(N)=O)CCCC3)cc1C=O, CC(=O)O, NCCO, [Na+], CN(C)C=O, O. Product: CC(C)(C)c1nn(CC(=O)Nc2sc3c(c2C(N)=O)CCCC3)cc1CNCCO. As a reaction SMILES: [C:36]([O:37][BH-:38]([O:39][C:40](=[O:41])[CH3:42])[O:43][C:44](=[O:45])[CH3:46])(=[O:47])[CH3:48].[C:5]([CH3:6])([CH3:7])([CH3:8])[c:9]1[n:10][n:11]([CH2:16][C:17](=[O:18])[NH:19][c:20]2[c:21]([C:29](=[O:30])[NH2:31])[c:22]3[c:23]([s:24]2)[CH2:25][CH2:26][CH2:27][CH2:28]3)[cH:12][c:13]1[CH:14]=[O:15].[CH3:32][C:33](=[O:34])[OH:35].[NH2:1][CH2:2][CH2:3][OH:4].[Na+:49].[O:50]=[CH:51][N:52]([CH3:53])[CH3:54].[OH2:55]>>[NH:1]([CH2:2][CH2:3][OH:4])[CH2:32][c:13]1[c:9]([C:5]([CH3:6])([CH3:7])[CH3:8])[n:10][n:11]([CH2:16][C:17](=[O:18])[NH:19][c:20]2[c:21]([C:29](=[O:30])[NH2:31])[c:22]3[c:23]([s:24]2)[CH2:25][CH2:26][CH2:27][CH2:28]3)[cH:12]1. Reactants: CC(=O)O, CN(C)CCNc1nc2c([N+](=O)[O-])cccc2[nH]1, CCO, [Fe]. The product is CN(C)CCNc1nc2c(N)cccc2[nH]1. Reaction SMILES: [CH3:19][C:20](=[O:21])[OH:22].[CH3:1][N:2]([CH2:3][CH2:4][NH:5][c:6]1[n:7][c:8]2[c:9]([nH:10]1)[cH:11][cH:12][cH:13][c:14]2[N+:15]([O-:16])=[O:17])[CH3:18].[CH3:23][CH2:24][OH:25].[Fe:26]>>[CH3:1][N:2]([CH2:3][CH2:4][NH:5][c:6]1[n:7][c:8]2[c:9]([nH:10]1)[cH:11][cH:12][cH:13][c:14]2[NH2:15])[CH3:18]. Starting materials: CS(=O)(=O)OC(CO[Si](C)(C)C(C)(C)C)C1=C(C(=CC(=C1F)Cl)C(C)=O)OCC (1-(3-Acetyl-5-chloro-2-ethoxy-6-fluorophenyl)-2-{[tert-butyl(dimethyl)silyl]oxy}ethyl methanesulfonate), [N-]=[N+]=[N-].[Na+] (sodium azide). The solvent is CS(=O)C (dimethyl sulfoxide), [Cl-].[Na+].O (brine). Conditions: temperature 50 celsius. Product: N(=[N+]=[N-])C(CO[Si](C)(C)C(C)(C)C)C=1C(=C(C=C(C1F)Cl)C(C)=O)OCC (1-[3-(1-Azido-2-{[tert-butyl(dimethyl)silyl]oxy}ethyl)-5-chloro-2-ethoxy-4-fluorophenyl]ethanone). Yield: 100.0%. RXN SMILES: CS(O[CH:6]([C:16]1[C:21]([F:22])=[C:20]([Cl:23])[CH:19]=[C:18]([C:24](=[O:26])[CH3:25])[C:17]=1[O:27][CH2:28][CH3:29])[CH2:7][O:8][Si:9]([C:12]([CH3:15])([CH3:14])[CH3:13])([CH3:11])[CH3:10])(=O)=O.[N-:30]=[N+:31]=[N-:32].[Na+]>CS(C)=O.[Cl-].[Na+].O>[N:30]([CH:6]([C:16]1[C:17]([O:27][CH2:28][CH3:29])=[C:18]([C:24](=[O:26])[CH3:25])[CH:19]=[C:20]([Cl:23])[C:21]=1[F:22])[CH2:7][O:8][Si:9]([C:12]([CH3:15])([CH3:14])[CH3:13])([CH3:11])[CH3:10])=[N+:31]=[N-:32] |f:1.2,4.5.6|. Procedure details: 1-(3-Acetyl-5-chloro-2-ethoxy-6-fluorophenyl)-2-{[tert-butyl(dimethyl)silyl]oxy}ethyl methanesulfonate (0.83 g, 1.77 mmol) (from Step 4) was stirred in dimethyl sulfoxide (10 mL) and sodium azide (0.12 g, 1.8 mmol) was added. The mixture was heated to 50° C. for 1 hour and cooled to rt. The mixture was poured into brine and extracted with ethyl acetate. The extracts were dried over sodium sulfate, filtered and evaporated to give the desired compound 736 mg, 100%. LCMS calculated for C18H27ClFN3O...